From a dataset of the Open Reaction Database (ORD), a public repository of structured organic reaction records. describe an organic reaction: reactants, conditions, products, and yield The reactants are NS(=O)(=O)C1=C(C(=O)OC)C=CC(=C1)OC1=CC=CC=C1 (methyl 2-(aminosulfonyl)-4-phenoxybenzoate), NS(=O)(=O)C1=C(C(=O)OC)C=CC(=C1)C1=CC=CC=C1 (Methyl 2-(Aminosulfonyl)-4-phenylbenzoate), ClS(=O)(=O)N=C=O (chlorosulfonyl isocyanate). The solvent is ClC1=CC=CC=C1 (chlorobenzene). Yields the product C(=O)(OC)C1=C(C=CC(=C1)OC1=CC=CC=C1)S(=O)(=O)N=C=O (2-Carbomethoxy-4-phenoxybenzenesulfonyl isocyanate). As a reaction SMILES: NS([C:5]1[CH:14]=[C:13]([O:15][C:16]2[CH:21]=[CH:20][CH:19]=[CH:18][CH:17]=2)[CH:12]=[CH:11][C:6]=1C(OC)=O)(=O)=O.NS(C1C=C(C2C=CC=CC=2)C=CC=1[C:28]([O:30][CH3:31])=[O:29])(=O)=O.Cl[S:43]([N:46]=[C:47]=[O:48])(=[O:45])=[O:44]>ClC1C=CC=CC=1>[C:28]([C:5]1[CH:14]=[C:13]([O:15][C:16]2[CH:21]=[CH:20][CH:19]=[CH:18][CH:17]=2)[CH:12]=[CH:11][C:6]=1[S:43]([N:46]=[C:47]=[O:48])(=[O:45])=[O:44])([O:30][CH3:31])=[O:29]. Procedure details: A solution of 1.8 g of methyl 2-(aminosulfonyl)-4-phenoxybenzoate (prepared by methods analogous to the sulfonamide of Example 5) in 15 mL chlorobenzene was treated with 0.55 mL of chlorosulfonyl isocyanate at room temperature, then heated to 100° for ca. 2 hours. The dark mixture was then cooled, decanted from some tarry residue and evaporated under reduced pressure. The title compound was indicated by the presence of a band of 2240 cm-1 in the infrared spectrum (neat liquid). It was used witho... Starting materials: ClC=1C=C(C=CC1)C#CC=1N=C(NC1)C (4-(3-chloro-phenylethynyl)-2-methyl-1H-imidazole), FC1=NC(=CC=C1)F (2,6-difluoro-pyridine). Product: ClC=1C=C(C=CC1)C#CC=1N=C(N(C1)C1=NC(=CC=C1)F)C (2-[4-(3-Chloro-phenylethynyl)-2-methyl-imidazol-1-yl]-6-fluoro-pyridine). RXN SMILES: [Cl:1][C:2]1[CH:3]=[C:4]([C:8]#[C:9][C:10]2[N:11]=[C:12]([CH3:15])[NH:13][CH:14]=2)[CH:5]=[CH:6][CH:7]=1.[F:16][C:17]1[CH:22]=[CH:21][CH:20]=[C:19](F)[N:18]=1>>[Cl:1][C:2]1[CH:3]=[C:4]([C:8]#[C:9][C:10]2[N:11]=[C:12]([CH3:15])[N:13]([C:19]3[CH:20]=[CH:21][CH:22]=[C:17]([F:16])[N:18]=3)[CH:14]=2)[CH:5]=[CH:6][CH:7]=1. Procedure details: The title compound, MS: m/e=312.0, 314.0 (M+H+), was prepared in accordance with the general method of example 1 from 4-(3-chloro-phenylethynyl)-2-methyl-1H-imidazole and 2,6-difluoro-pyridine. Starting materials: COc1ccc2[nH]ccc2c1, O=S(=O)(Cl)Cl, c1ccccc1. Product: COc1ccc2c(ccn2S(=O)(=O)c2ccccc2)c1. RXN SMILES: [CH3:12][O:13][c:14]1[cH:15][c:16]2[cH:17][cH:18][nH:19][c:20]2[cH:21][cH:22]1.[S:1](=[O:2])(=[O:3])([Cl:4])[Cl:5].[cH:6]1[cH:7][cH:8][cH:9][cH:10][cH:11]1>>[S:1](=[O:2])(=[O:3])([c:6]1[cH:7][cH:8][cH:9][cH:10][cH:11]1)[n:19]1[cH:18][cH:17][c:16]2[cH:15][c:14]([O:13][CH3:12])[cH:22][cH:21][c:20]21. Starting materials: FC1=C(C(=CC=C1)CN1CCNCC1)N1CCOCC1 (4-[2-Fluoro-6-(piperazin-1-ylmethyl)phenyl]morpholine), FC(C(C(F)(F)F)O)(F)F (1,1,1,3,3,3-hexafluoropropan-2-ol), ClC(Cl)(OC(OC(Cl)(Cl)Cl)=O)Cl (triphosgene), C(C)(C)N(C(C)C)CC (N,N-Diisopropylethylamine). Solvent: O (H2O), ClCCl (dichloromethane). Conditions: time 2 hour. Yields the product FC=1C(=C(C=CC1)CN1CCN(CC1)C(=O)OC(C(F)(F)F)C(F)(F)F)N1CCOCC1 (1,1,1,3,3,3-hexafluoropropan-2-yl 4-[[3-fluoro-2-(morpholin-4-yl)phenyl]methyl]piperazine-1-carboxylate). The yield is 110.4%. Reaction SMILES: [F:1][C:2]([F:10])([F:9])[CH:3]([OH:8])[C:4]([F:7])([F:6])[F:5].Cl[C:12](Cl)([O:14]C(=O)OC(Cl)(Cl)Cl)Cl.C(N(CC)C(C)C)(C)C.[F:32][C:33]1[CH:38]=[CH:37][CH:36]=[C:35]([CH2:39][N:40]2[CH2:45][CH2:44][NH:43][CH2:42][CH2:41]2)[C:34]=1[N:46]1[CH2:51][CH2:50][O:49][CH2:48][CH2:47]1>O.ClCCl>[F:32][C:33]1[C:34]([N:46]2[CH2:51][CH2:50][O:49][CH2:48][CH2:47]2)=[C:35]([CH2:39][N:40]2[CH2:45][CH2:44][N:43]([C:12]([O:8][CH:3]([C:4]([F:7])([F:6])[F:5])[C:2]([F:10])([F:9])[F:1])=[O:14])[CH2:42][CH2:41]2)[CH:36]=[CH:37][CH:38]=1. Procedure: A 50 mL round-bottom flask was charged with 1,1,1,3,3,3-hexafluoropropan-2-ol (120 mg, 0.710 mmol, 1.00 equiv), triphosgene (70.0 mg, 0.240 mmol, 0.33 equiv), dichloromethane (10 mL). N,N-Diisopropylethylamine (338 mg, 2.62 mmol, 3.65 equiv) was added dropwise. The mixture was stirred at room temperature for 2 hours. 4-[2-Fluoro-6-(piperazin-1-ylmethyl)phenyl]morpholine (200 mg, 0.720 mmol, 1.00 equiv) was added. The resulting solution was stirred for 2 hours at room temperature and diluted with... Starting materials: [Na] (sodium), C(C)OC(=O)NC1=C(C=CC=C1)N(CCN(C)C)C(=O)OCC (N-(2-ethoxycarbonylaminophenyl)-N-ethoxycarbonyl-N',N'-dimethylethylenediamine). Run in C(C)O (ethanol), C(C)O (ethanol). Yields the product CN(CCN1C(NC2=C1C=CC=C2)=O)C (1,3-dihydro-1-(2-dimethylaminoethyl)-2H-benzimidazol-2-one). Yield: 86.8%. Reaction SMILES: [Na].C(OC([NH:7][C:8]1[CH:13]=[CH:12][CH:11]=[CH:10][C:9]=1[N:14]([C:20]([O:22]CC)=O)[CH2:15][CH2:16][N:17]([CH3:19])[CH3:18])=O)C>C(O)C>[CH3:18][N:17]([CH3:19])[CH2:16][CH2:15][N:14]1[C:9]2[CH:10]=[CH:11][CH:12]=[CH:13][C:8]=2[NH:7][C:20]1=[O:22] |^1:0|. Procedure: In ethanol (100 ml) was dissolved sodium metal (0.70 g) followed by addition of a solution of N-(2-ethoxycarbonylaminophenyl)-N-ethoxycarbonyl-N',N'-dimethylethylenediamine (4.88 g) in ethanol (20 ml). The reaction mixture was refluxed for 16 hours and was concentrated under reduced pressure. The residue was diluted with chloroform and the insoluble matter was filtered off. The solvent was then distilled off and the residue was purified by silica gel chromatography (eluent:chloroform:methanol=10... The reactants are BrC1=CN=C(S1)NC(=O)C12CC3CC(CC(C1)C3)C2 (N-(5-bromo-1,3-thiazol-2-yl)adamantane-1-carboxamide), BrCCOC (1-bromo-2-methoxyethane), [H-].[Na+] (sodium hydride). Run in O1CCCC1.CN(C=O)C (tetrahydrofuran N,N-dimethylformamide), O (water). Product: BrC1=CN(/C(/S1)=N/C(=O)C12CC3CC(CC(C1)C3)C2)CCOC (N-[(2Z)-5-bromo-3-(2-methoxyethyl)-1,3-thiazol-2(3H)-ylidene]adamantane-1-carboxamide). RXN SMILES: [Br:1][C:2]1[S:6][C:5]([NH:7][C:8]([C:10]23[CH2:19][CH:14]4[CH2:15][CH:16]([CH2:18][CH:12]([CH2:13]4)[CH2:11]2)[CH2:17]3)=[O:9])=[N:4][CH:3]=1.Br[CH2:21][CH2:22][O:23][CH3:24].[H-].[Na+]>O1CCCC1.CN(C)C=O.O>[Br:1][C:2]1[S:6]/[C:5](=[N:7]\[C:8]([C:10]23[CH2:11][CH:12]4[CH2:18][CH:16]([CH2:15][CH:14]([CH2:13]4)[CH2:19]2)[CH2:17]3)=[O:9])/[N:4]([CH2:21][CH2:22][O:23][CH3:24])[CH:3]=1 |f:2.3,4.5|. Procedure: A solution of Example 131A (2.55 g, 7.43 mmol), 1-bromo-2-methoxyethane (0.77 mL, 8.15 mmol) and sodium hydride (60%) (386 mg, 9.66 mmol) in tetrahydrofuran/N,N-dimethylformamide (2:1) (60 mL) was heated at 75° C. for 12 hours. The mixture was cooled to ambient temperature, diluted with water, and extracted with dichloromethane. The organic extract was dried (Na2SO4), filtered and concentrated. Purification by chromatography (silica gel, 100% dichloromethane) afforded the title compound. MS (ESI... Reactants: [Br-], CC(C)(C)c1cccc2c1CCC(=O)C2(CCOC(=O)N(c1ccccc1)c1ccccc1)O[SiH](c1ccccc1)c1ccccc1, C1CCOC1, C[Mg+], CCOC(C)=O, O. Yields the product CC(C)(C)c1cccc2c1CCC(C)(O)C2(CCOC(=O)N(c1ccccc1)c1ccccc1)O[SiH](c1ccccc1)c1ccccc1. As a reaction SMILES: [Br-:48].[C:1]([CH3:2])([CH3:3])([CH3:4])[c:5]1[c:6]2[c:11]([cH:12][cH:13][cH:14]1)[C:10]([CH2:15][CH2:16][O:17][C:18]([N:19]([c:20]1[cH:21][cH:22][cH:23][cH:24][cH:25]1)[c:26]1[cH:27][cH:28][cH:29][cH:30][cH:31]1)=[O:32])([O:33][SiH:34]([c:35]1[cH:36][cH:37][cH:38][cH:39][cH:40]1)[c:41]1[cH:42][cH:43][cH:44][cH:45][cH:46]1)[C:9](=[O:47])[CH2:8][CH2:7]2.[CH2:58]1[O:59][CH2:60][CH2:61][CH2:62]1.[CH3:49][Mg+:50].[CH3:51][CH2:52][O:53][C:54](=[O:55])[CH3:56].[OH2:57]>>[C:1]([CH3:2])([CH3:3])([CH3:4])[c:5]1[c:6]2[c:11]([cH:12][cH:13][cH:14]1)[C:10]([CH2:15][CH2:16][O:17][C:18]([N:19]([c:20]1[cH:21][cH:22][cH:23][cH:24][cH:25]1)[c:26]1[cH:27][cH:28][cH:29][cH:30][cH:31]1)=[O:32])([O:33][SiH:34]([c:35]1[cH:36][cH:37][cH:38][cH:39][cH:40]1)[c:41]1[cH:42][cH:43][cH:44][cH:45][cH:46]1)[C:9]([OH:47])([CH3:51])[CH2:8][CH2:7]2.